From a dataset of the Open Reaction Database (ORD), a public repository of structured organic reaction records. describe an organic reaction: reactants, conditions, products, and yield Reactants: C=1C=CC2=C(C1)N=NN2O (HOBt), BrC1=C(C(=O)N2CCN(CC2)C(CC(=O)O)=O)C=CC=C1 (3-[4-(2-bromo-benzoyl)-piperazin-1-yl]-3-oxo-propionic acid), N1(CCOCC1)C1=CC=C(C=C1)N (4-morpholin-4-yl-phenylamine), CCN=C=NCCCN(C)C.Cl (EDCI.HCl). Reagents/catalysts: CN(C)C=1C=CN=CC1 (DMAP). Run in CN(C)C=O (DMF), O (water). Run at temperature 0 celsius, time 8 hour. Yields the product BrC1=C(C(=O)N2CCN(CC2)C(CC(=O)NC2=CC=C(C=C2)N2CCOCC2)=O)C=CC=C1 (3-[4-(2-bromo-benzoyl)-piperazin-1-yl]-N-(4-morpholin-4-yl-phenyl)-3-oxo-propionamide). The yield is 43.7%. Reaction SMILES: C1C=CC2N(O)N=NC=2C=1.[Br:11][C:12]1[CH:31]=[CH:30][CH:29]=[CH:28][C:13]=1[C:14]([N:16]1[CH2:21][CH2:20][N:19]([C:22](=[O:27])[CH2:23][C:24]([OH:26])=O)[CH2:18][CH2:17]1)=[O:15].CCN=C=NCCCN(C)C.Cl.[N:44]1([C:50]2[CH:55]=[CH:54][C:53]([NH2:56])=[CH:52][CH:51]=2)[CH2:49][CH2:48][O:47][CH2:46][CH2:45]1>CN(C1C=CN=CC=1)C.CN(C=O)C.O>[Br:11][C:12]1[CH:31]=[CH:30][CH:29]=[CH:28][C:13]=1[C:14]([N:16]1[CH2:17][CH2:18][N:19]([C:22](=[O:27])[CH2:23][C:24]([NH:56][C:53]2[CH:52]=[CH:51][C:50]([N:44]3[CH2:49][CH2:48][O:47][CH2:46][CH2:45]3)=[CH:55][CH:54]=2)=[O:26])[CH2:20][CH2:21]1)=[O:15] |f:2.3|. Procedure: HOBt (31 mg, 0.23 mmol) and DMAP (42 mg, 0.34 mmol) were added to a stirred solution of 3-[4-(2-bromo-benzoyl)-piperazin-1-yl]-3-oxo-propionic acid (75 mg, 0.2 mmol) in DMF (1 mL). The reaction mixture was cooled to 0° C. and EDCI.HCl (48 mg, 0.25 mmol) followed by 4-morpholin-4-yl-phenylamine (41 mg, 0.23 mmol) were added. The reaction mixture was stirred at room temperature overnight then diluted with water. The resulting precipitate was filtered and washed with hexane to afford 45 mg (41%) of... The reactants are C=CCC1(COCC[Si](C)(C)C)CC(c2cccc(Cl)c2)C(c2ccc(Cl)cc2)N(C(CC)CO[Si](c2ccccc2)(c2ccccc2)C(C)(C)C)C1=O, CCCC[N+](CCCC)(CCCC)CCCC, C1CCOC1, CCOC(C)=O, [F-]. Yields the product C=CCC1(COCC[Si](C)(C)C)CC(c2cccc(Cl)c2)C(c2ccc(Cl)cc2)N(C(CC)CO)C1=O. RXN SMILES: [CH2:19]([CH:20]=[CH2:21])[C:22]1([CH2:65][O:66][CH2:67][CH2:68][Si:69]([CH3:70])([CH3:71])[CH3:72])[C:23](=[O:64])[N:24]([CH:42]([CH2:43][O:44][Si:45]([C:46]([CH3:47])([CH3:48])[CH3:49])([c:50]2[cH:51][cH:52][cH:53][cH:54][cH:55]2)[c:56]2[cH:57][cH:58][cH:59][cH:60][cH:61]2)[CH2:62][CH3:63])[CH:25]([c:35]2[cH:36][cH:37][c:38]([Cl:41])[cH:39][cH:40]2)[CH:26]([c:28]2[cH:29][c:30]([Cl:34])[cH:31][cH:32][cH:33]2)[CH2:27]1.[CH2:2]([N+:3]([CH2:4][CH2:5][CH2:6][CH3:7])([CH2:8][CH2:9][CH2:10][CH3:11])[CH2:12][CH2:13][CH2:14][CH3:15])[CH2:16][CH2:17][CH3:18].[CH2:73]1[O:74][CH2:75][CH2:76][CH2:77]1.[CH3:78][CH2:79][O:80][C:81]([CH3:82])=[O:83].[F-:1]>>[CH2:19]([CH:20]=[CH2:21])[C:22]1([CH2:65][O:66][CH2:67][CH2:68][Si:69]([CH3:70])([CH3:71])[CH3:72])[C:23](=[O:64])[N:24]([CH:42]([CH2:43][OH:44])[CH2:62][CH3:63])[CH:25]([c:35]2[cH:36][cH:37][c:38]([Cl:41])[cH:39][cH:40]2)[CH:26]([c:28]2[cH:29][c:30]([Cl:34])[cH:31][cH:32][cH:33]2)[CH2:27]1. The reactants are Cl.C1(CC1)C(=N)C1(CC1)C (1-cyclopropyl-1-(1-methylcyclopropyl)methanimine hydrochloride), Cl(=O)(=O)(=O)[O-].[NH4+] (ammonium perchlorate), CS(=O)C (dimethyl sulfoxide). Conditions: temperature 100 celsius, time 20 hour. The product is Cl(=O)(=O)(=O)[O-].[NH3+]C1CCC=2CCCC12 (1-Azonia-4-methylbicyclo[3.3.0]oct-1(5)-ene perchlorate). Yield: 43.0%. As a reaction SMILES: Cl.[CH:2]1([C:5]([C:7]2([CH3:10])[CH2:9][CH2:8]2)=[NH:6])[CH2:4]C1.[Cl:11]([O-:15])(=[O:14])(=[O:13])=[O:12].[NH4+].[CH3:17]S(C)=O>>[Cl:11]([O-:15])(=[O:14])(=[O:13])=[O:12].[NH3+:6][CH:5]1[C:7]2[CH2:9][CH2:8][CH2:17][C:10]=2[CH2:4][CH2:2]1 |f:0.1,2.3,5.6|. Procedure details: To a solution of 1-cyclopropyl-1-(1-methylcyclopropyl)methanimine hydrochloride (0.060 g, 0.38 mmol) in 0.60 ml of dimethyl sulfoxide was added 0.088 g (0.75 mmol) of ammonium perchlorate. The mixture was heated with stirring at 100° C. for 20 hours. The solvent was distilled out in vacuo and ether was added to the residue. Precipitated crystals was obtained and recrystallized from ethanol to afford 0.36 g (Yield: 43%) of the desired compound. The reactants are ClC=1C=C(C=CC1Cl)C1C(CN(C1)C(=O)C1CCNCC1)N(C(C1=CC(=C(C=C1)OC)C(F)(F)F)=O)C (N-[(3RS,4SR)-4-(3,4-dichloro-phenyl)-1-(piperidine-4-carbonyl)-pyrrolidin-3-yl]-4-methoxy-N-methyl-3-trifluoromethyl-benzamide), ClCC(=C)F (3-chloro-2-fluoroprop-1-ene). Run in C1CCOC1 (THF), C(C)(=O)OCC (ethyl acetate). Reaction conditions: time 20 hour. The product is ClC=1C=C(C=CC1Cl)C1C(CN(C1)C(=O)C1CCN(CC1)CC(=C)F)N(C(C1=CC(=C(C=C1)OC)C(F)(F)F)=O)C (N-{(3RS,4SR)-4-(3,4-Dichloro-phenyl)-1-[1-(2-fluoro-allyl)-piperidine-4-carbonyl]-pyrrolidin-3-yl}-4-methoxy-N-methyl-3-trifluoromethyl-benzamide). Isolated yield 46.9%. Reaction SMILES: [Cl:1][C:2]1[CH:3]=[C:4]([CH:9]2[CH2:13][N:12]([C:14]([CH:16]3[CH2:21][CH2:20][NH:19][CH2:18][CH2:17]3)=[O:15])[CH2:11][CH:10]2[N:22]([CH3:37])[C:23](=[O:36])[C:24]2[CH:29]=[CH:28][C:27]([O:30][CH3:31])=[C:26]([C:32]([F:35])([F:34])[F:33])[CH:25]=2)[CH:5]=[CH:6][C:7]=1[Cl:8].Cl[CH2:39][C:40]([F:42])=[CH2:41]>C1COCC1.C(OCC)(=O)C>[Cl:1][C:2]1[CH:3]=[C:4]([CH:9]2[CH2:13][N:12]([C:14]([CH:16]3[CH2:21][CH2:20][N:19]([CH2:41][C:40]([F:42])=[CH2:39])[CH2:18][CH2:17]3)=[O:15])[CH2:11][CH:10]2[N:22]([CH3:37])[C:23](=[O:36])[C:24]2[CH:29]=[CH:28][C:27]([O:30][CH3:31])=[C:26]([C:32]([F:33])([F:34])[F:35])[CH:25]=2)[CH:5]=[CH:6][C:7]=1[Cl:8]. Reported procedure: To a solution of N-[(3RS,4SR)-4-(3,4-dichloro-phenyl)-1-(piperidine-4-carbonyl)-pyrrolidin-3-yl]-4-methoxy-N-methyl-3-trifluoromethyl-benzamide (50 mg, 0.090 mmol) in THF (1 mL) was added under an atmosphere of nitrogen potassium bis(trimethylsilyl)amide (0.885 M in THF, 132 μL, 0.116 mmol). After stirring for 15 min at ambient temperature 3-chloro-2-fluoroprop-1-ene (13 mg, 0.13 mmol) was added and the reaction mixture was stirred for 20 h at this temperature. It was diluted with ethyl acetate ... Reactants: CC(C)(C)OC(=O)N1CCC(C)(C(=O)N2CCCC2)CC1, ClCCl, O=C(O)C(F)(F)F, O. Product: CC1(C(=O)N2CCCC2)CCNCC1. As a reaction SMILES: [C:1]([O:2][C:3](=[O:4])[N:8]1[CH2:9][CH2:10][C:11]([C:14](=[O:15])[N:16]2[CH2:17][CH2:18][CH2:19][CH2:20]2)([CH3:21])[CH2:12][CH2:13]1)([CH3:5])([CH3:6])[CH3:7].[Cl:29][CH2:30][Cl:31].[F:22][C:23]([F:24])([F:25])[C:26]([OH:27])=[O:28].[OH2:32]>>[NH:8]1[CH2:9][CH2:10][C:11]([C:14](=[O:15])[N:16]2[CH2:17][CH2:18][CH2:19][CH2:20]2)([CH3:21])[CH2:12][CH2:13]1. Reactants: 10, C(C)(C)N(CCC(C(=O)N)(C1=CC=CC=C1)CCN(C(C)C)C(C)C)C(C)C (α,α-bis[2-(diisopropylamino)ethyl]-α-phenylacetamide), CCOCC (ether), Cl (hydrochloric acid). Run in C(C)(C)O (isopropyl alcohol). Conditions: time 2 hour. Yields the product Cl.Cl.C(C)(C)N(CCC(C(=O)N)(C1=CC=CC=C1)CCN(C(C)C)C(C)C)C(C)C (α,α-bis[2-(diisopropylamino)ethyl]-α-phenylacetamide dihydrochloride). RXN SMILES: [CH:1]([N:4]([CH:26]([CH3:28])[CH3:27])[CH2:5][CH2:6][C:7]([CH2:17][CH2:18][N:19]([CH:23]([CH3:25])[CH3:24])[CH:20]([CH3:22])[CH3:21])([C:11]1[CH:16]=[CH:15][CH:14]=[CH:13][CH:12]=1)[C:8]([NH2:10])=[O:9])([CH3:3])[CH3:2].CCOCC.[ClH:34]>C(O)(C)C>[ClH:34].[ClH:34].[CH:23]([N:19]([CH:20]([CH3:22])[CH3:21])[CH2:18][CH2:17][C:7]([CH2:6][CH2:5][N:4]([CH:1]([CH3:3])[CH3:2])[CH:26]([CH3:28])[CH3:27])([C:11]1[CH:12]=[CH:13][CH:14]=[CH:15][CH:16]=1)[C:8]([NH2:10])=[O:9])([CH3:24])[CH3:25] |f:4.5.6|. Reported procedure: To a solution of 10 parts of α,α-bis[2-(diisopropylamino)ethyl]-α-phenylacetamide in 350 parts by volume of ether is added dropwise with stirring 2 molar equivalents of hydrochloric acid in isopropyl alcohol. The mixture is stirred for about 2 hours when the resulting salt is separated by filtration to afford α,α-bis[2-(diisopropylamino)ethyl]-α-phenylacetamide dihydrochloride, melting at about 140° C. Starting materials: C12C(C3CC(CC(C1)C3)C2)NC(CN2CCCN(S2(=O)=O)C(=O)OC(C)(C)C)=O (tert-butyl 6-(2-(adamantan-2-yl amino)-2-oxoethyl)-1,2,6-thiadiazinan-2-carboxylate 1,1-dioxide), Cl (HCl). The solvent is C(Cl)Cl (CH2Cl2), O1CCOCC1 (1.4-dioxane). Reaction conditions: time 4 hour. Yields the product Cl.C12C(C3CC(CC(C1)C3)C2)NC(CN2S(NCCC2)(=O)=O)=O (N-(adamantan-2-yl)-2-(1,1-dioxido-1,2,6-thiadiazinan-2-yl)acetamide hydrochloride). The yield is 92.0%. RXN SMILES: [CH:1]12[CH2:10][CH:5]3[CH2:6][CH:7]([CH2:9][CH:3]([CH2:4]3)[CH:2]1[NH:11][C:12](=[O:29])[CH2:13][N:14]1[S:19](=[O:21])(=[O:20])[N:18](C(OC(C)(C)C)=O)[CH2:17][CH2:16][CH2:15]1)[CH2:8]2.[ClH:30]>C(Cl)Cl.O1CCOCC1>[ClH:30].[CH:1]12[CH2:10][CH:5]3[CH2:6][CH:7]([CH2:9][CH:3]([CH2:4]3)[CH:2]1[NH:11][C:12](=[O:29])[CH2:13][N:14]1[CH2:15][CH2:16][CH2:17][NH:18][S:19]1(=[O:21])=[O:20])[CH2:8]2 |f:4.5|. Procedure: To a solution of tert-butyl 6-(2-(adamantan-2-yl amino)-2-oxoethyl)-1,2,6-thiadiazinan-2-carboxylate 1,1-dioxide (150 mg, 0.351 mmol) in CH2Cl2 (5 mL), was added an excessive amount of 4 M HCl in 1.4-dioxane. The reaction mixture was agitated for 4 hr at room temperature and evaporated to give N-(adamantan-2-yl)-2-(1,1-dioxido-1,2,6-thiadiazinan-2-yl)acetamide hydrochloride (120 mg, 92%, white solid). 1H NMR (300 MHz, DMSO-d6): δ 7.06-7.57 (brd, 1H), 7.00 (t, J=6.9 Hz, 1H), 3.85-3.82 (m, 1H), 3.... Yields the product CC(=O)OC(C)C(=O)Nc1ccc(C2=NNC(=O)NC2C)cc1. RXN SMILES: [C:25]([CH3:26])(=[O:27])[O:28][CH:29]([C:30](=[O:31])[Cl:32])[CH3:33].[CH3:16][N:17]([c:18]1[cH:19][cH:20][cH:21][cH:22][cH:23]1)[CH3:24].[NH2:1][c:2]1[cH:3][cH:4][c:5]([C:8]2=[N:13][NH:12][C:11](=[O:14])[NH:10][CH:9]2[CH3:15])[cH:6][cH:7]1.[O:34]=[CH:35][N:36]([CH3:37])[CH3:38]>>[NH:1]([c:2]1[cH:3][cH:4][c:5]([C:8]2=[N:13][NH:12][C:11](=[O:14])[NH:10][CH:9]2[CH3:15])[cH:6][cH:7]1)[C:30]([CH:29]([O:28][C:25]([CH3:26])=[O:27])[CH3:33])=[O:31]. The reactants are CC(=O)OC(C)C(=O)Cl, CN(C)c1ccccc1, CC1NC(=O)NN=C1c1ccc(N)cc1, CN(C)C=O. Reactants: O=C([O-])[O-], COC(=O)c1ccccc1CBr, CC#N, [K+], [K+], CC(C)(C)OC(=O)NCCc1ccc(O)cc1. The product is COC(=O)c1ccccc1COc1ccc(CCNC(=O)OC(C)(C)C)cc1. As a reaction SMILES: [C:30](=[O:31])([O-:32])[O-:33].[CH3:18][O:19][C:20]([c:21]1[c:22]([CH2:27][Br:28])[cH:23][cH:24][cH:25][cH:26]1)=[O:29].[CH3:36][C:37]#[N:38].[K+:34].[K+:35].[OH:1][c:2]1[cH:3][cH:4][c:5]([CH2:8][CH2:9][NH:10][C:11]([O:12][C:13]([CH3:14])([CH3:15])[CH3:16])=[O:17])[cH:6][cH:7]1>>[O:1]([c:2]1[cH:3][cH:4][c:5]([CH2:8][CH2:9][NH:10][C:11]([O:12][C:13]([CH3:14])([CH3:15])[CH3:16])=[O:17])[cH:6][cH:7]1)[CH2:27][c:22]1[c:21]([C:20]([O:19][CH3:18])=[O:29])[cH:26][cH:25][cH:24][cH:23]1. Starting materials: C(C1=CC=CC=C1)OC[C@@H](CO)[C@@H](C)O[Si](C)(C)C(C)(C)C ((2R,3R)-2-((benzyloxy)methyl)-3-(tert-butyldimethylsiloxy)butan-1-ol), C1(=CC=C(C=C1)S(=O)(=O)Cl)C (p-Toluenesulfonyl chloride), ice water, C(C)(=O)OCC (Ethyl acetate), C(CC(O)(C(=O)O)CC(=O)O)(=O)O (citric acid). Run in N1=CC=CC=C1 (pyridine), N1=CC=CC=C1 (pyridine). Conditions: time 6 hour. Yields the product CC1=CC=C(C=C1)S(=O)(=O)OC[C@H]([C@@H](C)O[Si](C)(C)C(C)(C)C)COCC1=CC=CC=C1 ((2R,3R)-2-((Benzyloxy)methyl)-3-(tert-butyldimethylsiloxy)butan-1-yl 4-methylbenzenesulfonate). RXN SMILES: [C:1]1([CH3:11])[CH:6]=[CH:5][C:4]([S:7](Cl)(=[O:9])=[O:8])=[CH:3][CH:2]=1.[CH2:12]([O:19][CH2:20][C@H:21]([C@H:24]([O:26][Si:27]([C:30]([CH3:33])([CH3:32])[CH3:31])([CH3:29])[CH3:28])[CH3:25])[CH2:22][OH:23])[C:13]1[CH:18]=[CH:17][CH:16]=[CH:15][CH:14]=1.C(OCC)(=O)C.C(O)(=O)CC(CC(O)=O)(C(O)=O)O>N1C=CC=CC=1>[CH3:11][C:1]1[CH:6]=[CH:5][C:4]([S:7]([O:23][CH2:22][C@@H:21]([CH2:20][O:19][CH2:12][C:13]2[CH:14]=[CH:15][CH:16]=[CH:17][CH:18]=2)[C@H:24]([O:26][Si:27]([C:30]([CH3:33])([CH3:32])[CH3:31])([CH3:29])[CH3:28])[CH3:25])(=[O:9])=[O:8])=[CH:3][CH:2]=1. Procedure: p-Toluenesulfonyl chloride (1.4 g. 7.4 mmol) was added in one portion to a cold (ice/water bath) stirred solution of 4 (2.0 g, 6.16 mmol) in anhydrous pyridine (25 ml). The reaction was allowed to warm up to room temperature and stirred for 6 hrs until no starting material was found by HPLC analysis. Ethyl acetate (100 ml) and 10% citric acid (enough to neutralize pyridine) were added. The organic phase was washed with saturated NaCl, saturated NaHCO3 and dried over MgSO4. The crude tosylate 9 (...